The task is: describe an organic reaction: reactants, conditions, products, and yield. This data is from the Open Reaction Database (ORD), a public repository of structured organic reaction records. Reactants: CS(C)=O, O=[N+]([O-])c1ccccc1Cl, ClCCl, [K+], [OH-], Oc1ccc2c(c1)CCC(c1ccccc1)O2. The product is O=[N+]([O-])c1ccccc1Oc1ccc2c(c1)CCC(c1ccccc1)O2. Reaction SMILES: [CH3:33][S:34]([CH3:35])=[O:36].[Cl:20][c:21]1[c:22]([N+:27](=[O:28])[O-:29])[cH:23][cH:24][cH:25][cH:26]1.[Cl:30][CH2:31][Cl:32].[K+:19].[OH-:18].[OH:1][c:2]1[cH:3][c:4]2[c:9]([cH:10][cH:11]1)[O:8][CH:7]([c:12]1[cH:13][cH:14][cH:15][cH:16][cH:17]1)[CH2:6][CH2:5]2>>[O:1]([c:2]1[cH:3][c:4]2[c:9]([cH:10][cH:11]1)[O:8][CH:7]([c:12]1[cH:13][cH:14][cH:15][cH:16][cH:17]1)[CH2:6][CH2:5]2)[c:21]1[c:22]([N+:27](=[O:28])[O-:29])[cH:23][cH:24][cH:25][cH:26]1. Starting materials: [Br-], COc1ccc(C=O)cc1OCc1ccccc1, CCCC[N+](CCCC)(CCCC)CCCC, Cl, [K+], O=[Mn](=O)(=O)[O-], O, c1ccncc1. As a reaction SMILES: [Br-:27].[CH2:7]([c:8]1[cH:9][cH:10][cH:11][cH:12][cH:13]1)[O:14][c:15]1[cH:16][c:17]([CH:18]=[O:19])[cH:20][cH:21][c:22]1[O:23][CH3:24].[CH3:28][CH2:29][CH2:30][CH2:31][N+:32]([CH2:33][CH2:34][CH2:35][CH3:36])([CH2:37][CH2:38][CH2:39][CH3:40])[CH2:41][CH2:42][CH2:43][CH3:44].[ClH:25].[K+:6].[Mn:1](=[O:2])([O-:3])(=[O:4])=[O:5].[OH2:26].[cH:45]1[cH:46][cH:47][n:48][cH:49][cH:50]1>>[OH:2][C:18]([c:17]1[cH:16][c:15]([O:14][CH2:7][c:8]2[cH:9][cH:10][cH:11][cH:12][cH:13]2)[c:22]([O:23][CH3:24])[cH:21][cH:20]1)=[O:19]. Yields the product COc1ccc(C(=O)O)cc1OCc1ccccc1. The reactants are BrC1=C(CBr)C=CC=C1 (2-bromobenzyl bromide), C(CCCCCCC)(=O)[O-].[Li+] (Lithium octanoate), C(CCCCCCC)O (octanol), C(CCC)[Li] (n-butyllithium). Solvent: O1CCCC1.C(=O)N(C)C.CCCCCC (tetrahydrofuran hexane dimethyl formamide). The product is C(CCCCCCC)OCC1=C(C=CC=C1)Br (2(octyloxy)methylbromobenzene). Reaction SMILES: [C:1]([O-:10])(=O)[CH2:2][CH2:3][CH2:4][CH2:5][CH2:6][CH2:7][CH3:8].[Li+].C(O)CCCCCCC.C([Li])CCC.[Br:26][C:27]1[CH:34]=[CH:33][CH:32]=[CH:31][C:28]=1[CH2:29]Br>O1CCCC1.C(N(C)C)=O.CCCCCC>[CH2:1]([O:10][CH2:29][C:28]1[CH:31]=[CH:32][CH:33]=[CH:34][C:27]=1[Br:26])[CH2:2][CH2:3][CH2:4][CH2:5][CH2:6][CH2:7][CH3:8] |f:0.1,5.6.7|. Reported procedure: Lithium octanoate, prepared from octanol and n-butyllithium, in a mixture of tetrahydrofuran/hexane dimethyl formamide was condensed with 2-bromobenzyl bromide to yield 2(octyloxy)methylbromobenzene. This material was treated with n-butyllithium in ether/hexane mixture and subsequently treated with paraformaldehyde to yield 2-(octyloxy)methylbenzyl alcohol. This material was then treated with triphenyl phosphonine bromide to yield [[2-[(octyloxy)-methyl]phenyl]methyl]triphenyl phosphonium bromid... The reactants are COC=1C=CC(=C(C1)N)C1CC2=CC=C(C=C2CC1)OC (5-methoxy-2-(6-methoxy-1,2,3,4-tetrahydronaphthalen-2-yl)phenylamine), BrC1=CC=C(OCCN2CCCCCC2)C=C1 (1-[2-(4-bromophenoxy)ethyl]azepane), N1(CCCCCC1)CCOC1=CC=C(C=C1)NC1=C(C=CC(=C1)OC)C1CC2=CC=C(C=C2CC1)OC ([4-(2-azepan-1-ylethoxy)phenyl][5-methoxy-2-(6-methoxy-1,2,3,4-tetrahydronaphthalen-2-yl)phenyl]amine). Yields the product N1(CCCCCC1)CCOC1=CC=C(C=C1)NC1=C(C=CC(=C1)O)C1CC=2C=CC(=CC2CC1)O (6-{2-[4-(2-Azepan-1-ylethoxy)phenylamino]-4-hydroxyphenyl}-5,6,7,8-tetrahydronaphthalen-2-ol). The yield is 34.5%. RXN SMILES: COC1C=CC(C2CCC3C(=CC=C(OC)C=3)C2)=C(N)C=1.BrC1C=CC(OCCN2CCCCCC2)=CC=1.[N:39]1([CH2:46][CH2:47][O:48][C:49]2[CH:54]=[CH:53][C:52]([NH:55][C:56]3[CH:61]=[C:60]([O:62]C)[CH:59]=[CH:58][C:57]=3[CH:64]3[CH2:73][CH2:72][C:71]4[C:66](=[CH:67][CH:68]=[C:69]([O:74]C)[CH:70]=4)[CH2:65]3)=[CH:51][CH:50]=2)[CH2:45][CH2:44][CH2:43][CH2:42][CH2:41][CH2:40]1>>[N:39]1([CH2:46][CH2:47][O:48][C:49]2[CH:50]=[CH:51][C:52]([NH:55][C:56]3[CH:61]=[C:60]([OH:62])[CH:59]=[CH:58][C:57]=3[CH:64]3[CH2:73][CH2:72][C:71]4[CH:70]=[C:69]([OH:74])[CH:68]=[CH:67][C:66]=4[CH2:65]3)=[CH:53][CH:54]=2)[CH2:45][CH2:44][CH2:43][CH2:42][CH2:41][CH2:40]1. Reported procedure: Synthesized from 5-methoxy-2-(6-methoxy-1,2,3,4-tetrahydronaphthalen-2-yl)phenylamine and 1-[2-(4-bromophenoxy)ethyl]azepane according to an analogous synthetic method to Example 116, [4-(2-azepan-1-ylethoxy)phenyl][5-methoxy-2-(6-methoxy-1,2,3,4-tetrahydronaphthalen-2-yl)phenyl]amine (86 mg) was used according to an analogous synthetic method to Example 111 to provide the title compound (28 mg). Yields the product CN(C)C(=O)Oc1ccc(C=O)cc1F. Reactants: CN(C)C(=O)Cl, ClCCl, O=Cc1ccc(O)c(F)c1, O, c1ccncc1. Reaction SMILES: [CH3:17][N:18]([C:19](=[O:20])[Cl:21])[CH3:22].[Cl:23][CH2:24][Cl:25].[F:1][c:2]1[cH:3][c:4]([CH:5]=[O:6])[cH:7][cH:8][c:9]1[OH:10].[OH2:26].[cH:11]1[cH:12][cH:13][n:14][cH:15][cH:16]1>>[F:1][c:2]1[cH:3][c:4]([CH:5]=[O:6])[cH:7][cH:8][c:9]1[O:10][C:19]([N:18]([CH3:17])[CH3:22])=[O:20]. Starting materials: COCCNCCOC (Bis-(2-methoxyethyl)amine), C[Al](C)C (trimethylaluminum), resulting solution, ClC1=CC2=C(C(C3=C(C(N2)=O)NN=C3C(=O)OCC)=O)C=C1 (7-chloro-3-(ethoxycarbonyl)pyrazolo[3,4-c][1]benzazepine-4,10(1H,9H)-dione). Run in C1(=CC=CC=C1)C (toluene), C1(=CC=CC=C1)C (toluene). Run at time 20 minute. Product: ClC1=CC2=C(C(C3=C(C(N2)=O)NN=C3C(N(CCOC)CCOC)=O)=O)C=C1 (7—Chloro-3-[N,N-bis-(2-methoxyethyl)carbamoyl]pyrazolo[3,4-c][1]benzazepine-4,10(1H,9H)-dione). The yield is 330.6%. RXN SMILES: [CH3:1][O:2][CH2:3][CH2:4][NH:5][CH2:6][CH2:7][O:8][CH3:9].C[Al](C)C.[Cl:14][C:15]1[CH:35]=[CH:34][C:18]2[C:19](=[O:33])[C:20]3[C:27]([C:28](OCC)=[O:29])=[N:26][NH:25][C:21]=3[C:22](=[O:24])[NH:23][C:17]=2[CH:16]=1>C1(C)C=CC=CC=1>[Cl:14][C:15]1[CH:35]=[CH:34][C:18]2[C:19](=[O:33])[C:20]3[C:27]([C:28](=[O:29])[N:5]([CH2:6][CH2:7][O:8][CH3:9])[CH2:4][CH2:3][O:2][CH3:1])=[N:26][NH:25][C:21]=3[C:22](=[O:24])[NH:23][C:17]=2[CH:16]=1. Procedure details: Bis-(2-methoxyethyl)amine (560 μL, 3.13 mmol) was added to a solution of trimethylaluminum in toluene (1.56 mL, 3.13 mmol) and the solution was stirred for 20 minutes. A portion (403 μL) of the resulting solution was added to a solution of 7-chloro-3-(ethoxycarbonyl)pyrazolo[3,4-c][1]benzazepine-4,10(1H,9H)-dione (100 mg, 0.313 mmol) in toluene (780 μL). The resulting solution was stirred for 24 hours at room temperature and then quenched with an aqueous hydrochloric acid solution (1.8 mL, 1N) a... Reactants: COC1=NC(=NC(=C1)OC)C1(OC(C=2C1=NC=CC2C=2SC=CC2)=O)O (7-(4,6-dimethoxypyrimidin-2-yl)-4-(2-thienyl)-7-hydroxyfuro[3,4-b]pyridin-5(7H)one), [H-].[Na+] (sodium hydride). Procedure details: 0.4 g of 7-(4,6-dimethoxypyrimidin-2-yl)-4-(2-thienyl)-7-hydroxyfuro[3,4-b]pyridin-5(7H)one was dissolved in 100 ml of benzene, and 0.05 g of 60% sodium hydride was added thereto under cooling with ice. Then the resulting mixture was stirred at room temperature for one day, and the precipitated crystals were sufficiently washed with benzene to obtain 0.4 g (yield 97%) of the desired compound. m.p.: >300° C. The yield is 94.4%. Reaction SMILES: [CH3:1][O:2][C:3]1[CH:8]=[C:7]([O:9][CH3:10])[N:6]=[C:5]([C:11]2([OH:26])[C:15]3=[N:16][CH:17]=[CH:18][C:19]([C:20]4[S:21][CH:22]=[CH:23][CH:24]=4)=[C:14]3[C:13](=[O:25])[O:12]2)[N:4]=1.[H-].[Na+:28]>C1C=CC=CC=1>[CH3:10][O:9][C:7]1[CH:8]=[C:3]([O:2][CH3:1])[N:4]=[C:5]([C:11]([C:15]2[N:16]=[CH:17][CH:18]=[C:19]([C:20]3[S:21][CH:22]=[CH:23][CH:24]=3)[C:14]=2[C:13]([O-:25])=[O:12])=[O:26])[N:6]=1.[Na+:28] |f:1.2,4.5|. The solvent is C1=CC=CC=C1 (benzene). Run at time 1 day. Product: COC1=NC(=NC(=C1)OC)C(=O)C1=C(C(=O)[O-])C(=CC=N1)C=1SC=CC1.[Na+] (sodium 2-(4,6-dimethoxypyrimidin-2-ylcarbonyl)-4-(2-thienyl)nicotinate).